From a dataset of the Open Reaction Database (ORD), a public repository of structured organic reaction records. describe an organic reaction: reactants, conditions, products, and yield Reactants: CCC(C)c1ccc(S(=O)(=O)Nc2ccsc2C(=O)OC)cc1, Cl, [Na+], C1CCOC1, [OH-]. Product: CCC(C)c1ccc(S(=O)(=O)Nc2ccsc2C(=O)O)cc1. RXN SMILES: [CH:1]([CH3:2])([CH2:3][CH3:4])[c:5]1[cH:6][cH:7][c:8]([S:11](=[O:12])(=[O:13])[NH:14][c:15]2[c:16]([C:20](=[O:21])[O:22][CH3:23])[s:17][cH:18][cH:19]2)[cH:9][cH:10]1.[ClH:26].[Na+:25].[O:27]1[CH2:28][CH2:29][CH2:30][CH2:31]1.[OH-:24]>>[CH:1]([CH3:2])([CH2:3][CH3:4])[c:5]1[cH:6][cH:7][c:8]([S:11](=[O:12])(=[O:13])[NH:14][c:15]2[c:16]([C:20](=[O:21])[OH:22])[s:17][cH:18][cH:19]2)[cH:9][cH:10]1. Reactants: C1(=CC=CC=C1)[C@H]1[C@@H](C1)C(=O)Cl (trans-2-phenyl-1-cyclopropanecarbonyl chloride), NCCCN1C(=NC=2C(=NC(=C(C21)C)C)N)COCC (1-(3-aminopropyl)-2-(ethoxymethyl)-6,7-dimethyl-1H-imidazo[4,5-c]pyridin-4-amine). Yields the product NC1=NC(=C(C2=C1N=C(N2CCCNC(=O)[C@H]2[C@@H](C2)C2=CC=CC=C2)COCC)C)C ((1R*,2R*)-N-{3-[4-amino-2-(ethoxymethyl)-6,7-dimethyl-1H-imidazo[4,5-c]pyridin-1-yl]propyl}-2-phenylcyclopropanecarboxamide). Reaction SMILES: [C:1]1([C@@H:7]2[CH2:9][C@H:8]2[C:10](Cl)=[O:11])[CH:6]=[CH:5][CH:4]=[CH:3][CH:2]=1.[NH2:13][CH2:14][CH2:15][CH2:16][N:17]1[C:25]2[C:24]([CH3:26])=[C:23]([CH3:27])[N:22]=[C:21]([NH2:28])[C:20]=2[N:19]=[C:18]1[CH2:29][O:30][CH2:31][CH3:32]>>[NH2:28][C:21]1[C:20]2[N:19]=[C:18]([CH2:29][O:30][CH2:31][CH3:32])[N:17]([CH2:16][CH2:15][CH2:14][NH:13][C:10]([C@@H:8]3[CH2:9][C@H:7]3[C:1]3[CH:6]=[CH:5][CH:4]=[CH:3][CH:2]=3)=[O:11])[C:25]=2[C:24]([CH3:26])=[C:23]([CH3:27])[N:22]=1. Procedure details: Using the method of Examples 94-111, trans-2-phenyl-1-cyclopropanecarbonyl chloride was reacted with 1-(3-aminopropyl)-2-(ethoxymethyl)-6,7-dimethyl-1H-imidazo[4,5-c]pyridin-4-amine to provide the desired product. The observed accurate mass was 422.2564. Reaction SMILES: [Br:1][C:2]1[C:3]([C@@H:10]([NH:20][C:21](=[O:39])[CH2:22][N:23]2[C:31]3[C:30]([F:33])([F:32])[CH2:29][CH2:28][C:27]([F:35])([F:34])[C:26]=3[C:25]([CH:36]([F:38])[F:37])=[N:24]2)[CH2:11][C:12]2[CH:17]=[C:16]([F:18])[CH:15]=[C:14]([F:19])[CH:13]=2)=[N:4][C:5]([NH:8][CH3:9])=[N:6][CH:7]=1.Br[C:41]1C([C@@H](NC(=O)CN2C3C(F)(F)CCC(F)(F)C=3C(C(F)F)=N2)CC2C=C(F)C=C(F)C=2)=NC(S(C)(=O)=O)=NC=1.Cl.CNC>>[Br:1][C:2]1[C:3]([C@@H:10]([NH:20][C:21](=[O:39])[CH2:22][N:23]2[C:31]3[C:30]([F:33])([F:32])[CH2:29][CH2:28][C:27]([F:34])([F:35])[C:26]=3[C:25]([CH:36]([F:37])[F:38])=[N:24]2)[CH2:11][C:12]2[CH:13]=[C:14]([F:19])[CH:15]=[C:16]([F:18])[CH:17]=2)=[N:4][C:5]([N:8]([CH3:41])[CH3:9])=[N:6][CH:7]=1 |f:2.3|. Procedure: The title compound (18A) was prepared according to the method presented for the synthesis of compound 14A of Example 14 utilizing 12C and dimethylamine hydrochloride. MS (m/z) 643.09 [M+H]+. Yields the product BrC=1C(=NC(=NC1)N(C)C)[C@H](CC1=CC(=CC(=C1)F)F)NC(CN1N=C(C=2C(CCC(C12)(F)F)(F)F)C(F)F)=O ((S)—N-(1-(5-bromo-2-(dimethylamino)pyrimidin-4-yl)-2-(3,5-difluorophenyl)ethyl)-2-(3-(difluoromethyl)-4,4,7,7-tetrafluoro-4,5,6,7-tetrahydro-1H-indazol-1-yl)acetamide). Starting materials: BrC=1C(=NC(=NC1)NC)[C@H](CC1=CC(=CC(=C1)F)F)NC(CN1N=C(C=2C(CCC(C12)(F)F)(F)F)C(F)F)=O ((S)—N-(1-(5-bromo-2-(methylamino)pyrimidin-4-yl)-2-(3,5-difluorophenyl)ethyl)-2-(3-(difluoromethyl)-4,4,7,7-tetrafluoro-4,5,6,7-tetrahydro-1H-indazol-1-yl)acetamide), BrC=1C(=NC(=NC1)S(=O)(=O)C)[C@H](CC1=CC(=CC(=C1)F)F)NC(CN1N=C(C=2C(CCC(C12)(F)F)(F)F)C(F)F)=O ((S)—N-(1-(5-bromo-2-(methylsulfonyl)pyrimidin-4-yl)-2-(3,5-difluorophenyl)ethyl)-2-(3-(difluoromethyl)-4,4,7,7-tetrafluoro-4,5,6,7-tetrahydro-1H-indazol-1-yl)acetamide), Cl.CNC (dimethylamine hydrochloride). Reactants: C(C)N(C(C)C)C(C)C (N-ethyldiisopropylamine), C(CC)Br (propyl bromide), NCC1=NN=C(O1)C=1N=CN2C1CN(C(C1=C2C=CS1)=O)C (3-(5-aminomethyl-1,3,4-oxadiazol-2-yl)-5-methyl-5,6-dihydro-4H-imidazo[1,5-a]thieno[2,3-f][1,4]diazepin-6-one). The solvent is CN(C=O)C (dimethylformamide). Reaction conditions: time 12 hour. Product: C(CC)N(CCC)CC1=NN=C(O1)C=1N=CN2C1CN(C(C1=C2C=CS1)=O)C (3-(5-dipropylaminomethyl-1,3,4-oxadiazol-2-yl)-5-methyl-5,6-dihydro-4H-imidazo[1,5-a]thieno[2,3-f][1,4]diazepin-6-one). Yield: 49.3%. RXN SMILES: C(N(C(C)C)[CH:4]([CH3:6])[CH3:5])C.[CH2:10](Br)[CH2:11][CH3:12].[NH2:14][CH2:15][C:16]1[O:20][C:19]([C:21]2[N:22]=[CH:23][N:24]3[C:30]4[CH:31]=[CH:32][S:33][C:29]=4[C:28](=[O:34])[N:27]([CH3:35])[CH2:26][C:25]=23)=[N:18][N:17]=1>CN(C)C=O>[CH2:10]([N:14]([CH2:15][C:16]1[O:20][C:19]([C:21]2[N:22]=[CH:23][N:24]3[C:30]4[CH:31]=[CH:32][S:33][C:29]=4[C:28](=[O:34])[N:27]([CH3:35])[CH2:26][C:25]=23)=[N:18][N:17]=1)[CH2:5][CH2:4][CH3:6])[CH2:11][CH3:12]. Procedure details: 3.48 ml (20 mmol) of N-ethyldiisopropylamine and 1.1 ml (12 mmol) of propyl bromide were added to a solution of 0.632 g (2 mmol) of 3-(5-aminomethyl-1,3,4-oxadiazol-2-yl)-5-methyl-5,6-dihydro-4H-imidazo[1,5-a]thieno[2,3-f][1,4]diazepin-6-one in 20 ml of dimethylformamide, whereupon the mixture was stirred at 70° for 12 hours. The dimethylformamide was evaporated and the residue was partitioned between methylene chloride and 2N sodium carbonate solution. The aqueous phase was washed twice with me... The reactants are CCOCC, CC1=NC(c2ccccc2)COC1=O, CC(C)(C)CCI, [Mg], C1CCOC1. The product is CC(C)(C)CCC1(C)NC(c2ccccc2)COC1=O. RXN SMILES: [CH2:28]([O:29][CH2:30][CH3:31])[CH3:32].[CH3:9][C:10]1=[N:15][CH:14]([c:16]2[cH:17][cH:18][cH:19][cH:20][cH:21]2)[CH2:13][O:12][C:11]1=[O:22].[I:2][CH2:3][CH2:4][C:5]([CH3:6])([CH3:7])[CH3:8].[Mg:1].[O:23]1[CH2:24][CH2:25][CH2:26][CH2:27]1>>[CH2:3]([CH2:4][C:5]([CH3:6])([CH3:7])[CH3:8])[C:10]1([CH3:9])[C:11](=[O:22])[O:12][CH2:13][CH:14]([c:16]2[cH:17][cH:18][cH:19][cH:20][cH:21]2)[NH:15]1. Starting materials: O=C=Nc1ccc([N+](=O)[O-])cc1, Nc1ccc2ncccc2c1. Yields the product O=C(Nc1ccc([N+](=O)[O-])cc1)Nc1ccc2ncccc2c1. As a reaction SMILES: [N+:12](=[O:13])([O-:14])[c:15]1[cH:16][cH:17][c:18]([N:21]=[C:22]=[O:23])[cH:19][cH:20]1.[NH2:1][c:2]1[cH:3][c:4]2[cH:5][cH:6][cH:7][n:8][c:9]2[cH:10][cH:11]1>>[NH:1]([c:2]1[cH:3][c:4]2[cH:5][cH:6][cH:7][n:8][c:9]2[cH:10][cH:11]1)[C:22]([NH:21][c:18]1[cH:17][cH:16][c:15]([N+:12](=[O:13])[O-:14])[cH:20][cH:19]1)=[O:23]. Starting materials: O.[OH-].[Li+] (lithium hydroxide monohydrate), C(C)OC(C(CC1=C(NC2=CC=CC=C12)[C@@H]1[C@@H](OCC2=CC=CC=C2)[C@@H](OCC2=CC=CC=C2)[C@H](OCC2=CC=CC=C2)[C@H](O1)COCC1=CC=CC=C1)NC(=O)OCC1=CC=CC=C1)=O (2-[N-(carbobenzyloxy)amino]-3-[2-(2,3,4,6-tetra-O-benzyl-α-D-mannopyranosyl)indole-3-yl]propionic acid ethyl ester), C(C)OC(C(CC1=C(NC2=CC=CC=C12)[C@@H]1[C@@H](OCC2=CC=CC=C2)[C@@H](OCC2=CC=CC=C2)[C@H](OCC2=CC=CC=C2)[C@H](O1)COCC1=CC=CC=C1)NC(=O)OCC1=CC=CC=C1)=O (2-[N-(carbobenzyloxy)amino]-3-[2-(2,3,4,6-tetra-O-benzyl-α-D-mannopyranosyl)indole-3-yl]propionic Acid Ethyl Ester). The solvent is COCCOC (1,2-dimethoxyethane), O (water). As a reaction SMILES: C([O:3][C:4](=[O:66])[CH:5]([NH:55][C:56]([O:58][CH2:59][C:60]1[CH:65]=[CH:64][CH:63]=[CH:62][CH:61]=1)=[O:57])[CH2:6][C:7]1[C:15]2[C:10](=[CH:11][CH:12]=[CH:13][CH:14]=2)[NH:9][C:8]=1[C@H:16]1[O:45][C@H:44]([CH2:46][O:47][CH2:48][C:49]2[CH:54]=[CH:53][CH:52]=[CH:51][CH:50]=2)[C@@H:35]([O:36][CH2:37][C:38]2[CH:43]=[CH:42][CH:41]=[CH:40][CH:39]=2)[C@H:26]([O:27][CH2:28][C:29]2[CH:34]=[CH:33][CH:32]=[CH:31][CH:30]=2)[C@@H:17]1[O:18][CH2:19][C:20]1[CH:25]=[CH:24][CH:23]=[CH:22][CH:21]=1)C.O.[OH-].[Li+]>COCCOC.O>[C:56]([NH:55][C@H:5]([CH2:6][C:7]1[C:15]2[C:10](=[CH:11][CH:12]=[CH:13][CH:14]=2)[NH:9][C:8]=1[C@H:16]1[O:45][C@H:44]([CH2:46][O:47][CH2:48][C:49]2[CH:50]=[CH:51][CH:52]=[CH:53][CH:54]=2)[C@@H:35]([O:36][CH2:37][C:38]2[CH:39]=[CH:40][CH:41]=[CH:42][CH:43]=2)[C@H:26]([O:27][CH2:28][C:29]2[CH:30]=[CH:31][CH:32]=[CH:33][CH:34]=2)[C@@H:17]1[O:18][CH2:19][C:20]1[CH:25]=[CH:24][CH:23]=[CH:22][CH:21]=1)[C:4]([OH:66])=[O:3])([O:58][CH2:59][C:60]1[CH:65]=[CH:64][CH:63]=[CH:62][CH:61]=1)=[O:57].[C:56]([NH:55][C@@H:5]([CH2:6][C:7]1[C:15]2[C:10](=[CH:11][CH:12]=[CH:13][CH:14]=2)[NH:9][C:8]=1[C@H:16]1[O:45][C@H:44]([CH2:46][O:47][CH2:48][C:49]2[CH:50]=[CH:51][CH:52]=[CH:53][CH:54]=2)[C@@H:35]([O:36][CH2:37][C:38]2[CH:39]=[CH:40][CH:41]=[CH:42][CH:43]=2)[C@H:26]([O:27][CH2:28][C:29]2[CH:30]=[CH:31][CH:32]=[CH:33][CH:34]=2)[C@@H:17]1[O:18][CH2:19][C:20]1[CH:25]=[CH:24][CH:23]=[CH:22][CH:21]=1)[C:4]([OH:66])=[O:3])([O:58][CH2:59][C:60]1[CH:65]=[CH:64][CH:63]=[CH:62][CH:61]=1)=[O:57] |f:1.2.3|. The product is C(=O)(OCC1=CC=CC=C1)N[C@@H](C(=O)O)CC1=C(NC2=CC=CC=C12)[C@@H]1[C@@H](OCC2=CC=CC=C2)[C@@H](OCC2=CC=CC=C2)[C@H](OCC2=CC=CC=C2)[C@H](O1)COCC1=CC=CC=C1 ((2R*)-2-[N-(carbobenzyloxy)amino]-3-[2-(2,3,4,6-tetra-O-benzyl-α-D-mannopyranosyl)indole-3-yl]propionic acid), C(=O)(OCC1=CC=CC=C1)N[C@H](C(=O)O)CC1=C(NC2=CC=CC=C12)[C@@H]1[C@@H](OCC2=CC=CC=C2)[C@@H](OCC2=CC=CC=C2)[C@H](OCC2=CC=CC=C2)[C@H](O1)COCC1=CC=CC=C1 ((2S*)-2-[N-(carbobenzyloxy) amino]-3-(2-(2,3,4,6-tetra-O-benzyl-α-D-mannopyranosyl)indole-3-yl]propionic acid). Reaction conditions: time 16 hour. Yield: 17.0%. Procedure details: First, 1.72 g (1.94 mmol) of 2-[N-(carbobenzyloxy)amino]-3-[2-(2,3,4,6-tetra-O-benzyl-α-D-mannopyranosyl)indole-3-yl]propionic acid ethyl ester [compound (XI) wherein R1 to R4 are benzyl, R6 is ethyl and Ar is phenyl) was dissolved in 1,2-dimethoxyethane (60 ml)-water (30 ml). Then, 0.24 g (5.82 mmol) of lithium hydroxide monohydrate was added to the mixture and stirred at room temperature for about 16 hours. After the reaction was terminated, 0.5N citric acid (30 ml) was added to the reacted mi...